This data is from the Open Reaction Database (ORD), a public repository of structured organic reaction records. The task is: describe an organic reaction: reactants, conditions, products, and yield Starting materials: C1(=CC=CC=C1)N(C1=CC=C(C=C1)C1=CC=C(N)C=C1)C1=CC=CC=C1 (N,N-diphenylbenzidine), IC1=CC=C(C=C1)C1=CC=C(C=C1)N(C1=CC=CC=C1)C1=CC=CC=C1 (4'-iodo-N,N-diphenyl-4-aminobiphenyl), N1=CC=CC2=CC=C3C=CC=NC3=C12 (1,10-phenanthroline), cuprous chloride, [OH-].[K+] (potassium hydroxide). The solvent is C=1(C(=CC=CC1)C)C (xylene). Reaction conditions: time 6 hour. The product is C1(=CC=CC=C1)N(C1=CC=C(C=C1)C1=CC=C(C=C1)N(C1=CC=C(C=C1)C1=CC=C(C=C1)N(C1=CC=CC=C1)C1=CC=CC=C1)C1=CC=C(C=C1)C1=CC=C(C=C1)N(C1=CC=CC=C1)C1=CC=CC=C1)C1=CC=CC=C1 (Tris[4'-(diphenylamino)-1,1'-biphenyl-4-yl]amine). Reaction SMILES: [C:1]1([N:7]([C:21]2[CH:26]=[CH:25][CH:24]=[CH:23][CH:22]=2)[C:8]2[CH:13]=[CH:12][C:11]([C:14]3[CH:20]=[CH:19][C:17]([NH2:18])=[CH:16][CH:15]=3)=[CH:10][CH:9]=2)[CH:6]=[CH:5][CH:4]=[CH:3][CH:2]=1.I[C:28]1[CH:33]=[CH:32][C:31]([C:34]2[CH:39]=[CH:38][C:37]([N:40]([C:47]3[CH:52]=[CH:51][CH:50]=[CH:49][CH:48]=3)[C:41]3[CH:46]=[CH:45][CH:44]=[CH:43][CH:42]=3)=[CH:36][CH:35]=2)=[CH:30][CH:29]=1.N1[C:66]2[C:57](=[CH:58][CH:59]=[C:60]3[C:65]=2[N:64]=[CH:63][CH:62]=[CH:61]3)C=CC=1.[OH-].[K+]>C1(C)C(C)=CC=CC=1>[C:1]1([N:7]([C:21]2[CH:26]=[CH:25][CH:24]=[CH:23][CH:22]=2)[C:8]2[CH:13]=[CH:12][C:11]([C:14]3[CH:20]=[CH:19][C:17]([N:18]([C:17]4[CH:19]=[CH:20][C:14]([C:11]5[CH:12]=[CH:13][C:8]([N:64]([C:65]6[CH:66]=[CH:57][CH:58]=[CH:59][CH:60]=6)[C:63]6[CH:62]=[CH:61][CH:6]=[CH:1][CH:2]=6)=[CH:9][CH:10]=5)=[CH:15][CH:16]=4)[C:28]4[CH:33]=[CH:32][C:31]([C:34]5[CH:39]=[CH:38][C:37]([N:40]([C:47]6[CH:52]=[CH:51][CH:50]=[CH:49][CH:48]=6)[C:41]6[CH:46]=[CH:45][CH:44]=[CH:43][CH:42]=6)=[CH:36][CH:35]=5)=[CH:30][CH:29]=4)=[CH:16][CH:15]=3)=[CH:10][CH:9]=2)[CH:6]=[CH:5][CH:4]=[CH:3][CH:2]=1 |f:3.4|. Procedure details: A 250 milliliter 3-necked round bottom flask equipped with a mechanical stirrer, reflux condenser, and argon inlet was purged with argon and then charged with N,N-diphenylbenzidine (4.95 grams, 0.0147 mol), 4'-iodo-N,N-diphenyl-4-aminobiphenyl (11.0 grams, 0.0246 mol), xylene (15 milliliters), 1,10-phenanthroline (0.22 gram, 1.22 mmol), cuprous chloride (0.122 gram, 1.22 mmol), and potassium hydroxide flakes (11.04 grams, 0.197 mol). Under an argon atmosphere, the reaction mixture was heated to ... Reactants: CC1(C)Oc2ccc(C#N)cc2C(N2CCCC2=O)C1O, CC(=O)O, CCO, Cl, [H][H]. Yields the product CC1(C)Oc2ccc(CN)cc2C(N2CCCC2=O)C1O. Reaction SMILES: [C:1](#[N:2])[c:3]1[cH:4][cH:5][c:6]2[c:7]([cH:21]1)[CH:8]([N:15]1[C:16](=[O:20])[CH2:17][CH2:18][CH2:19]1)[CH:9]([OH:14])[C:10]([CH3:12])([CH3:13])[O:11]2.[CH3:22][C:23](=[O:24])[OH:25].[CH3:29][CH2:30][OH:31].[ClH:26].[H:27][H:28]>>[CH2:1]([NH2:2])[c:3]1[cH:4][cH:5][c:6]2[c:7]([cH:21]1)[CH:8]([N:15]1[C:16](=[O:20])[CH2:17][CH2:18][CH2:19]1)[CH:9]([OH:14])[C:10]([CH3:12])([CH3:13])[O:11]2. Procedure details: 145.2 g (1.0 mole) of 3-n-butoxypropionamide are heated with 107.3 g (1.05 mole) of 3-dimethylaminopropylamine for 8 hours in a temperature range of 150°-170° C. until the evolution of ammonia is complete. In the subsequent distillation in a high vacuum, 204 g (0.89 mole =89% of the theoretical yield) of colorless liquid are obtained having a Bp0.1 of 122° to 124° C. Yields the product CN(CCCNC(CCOCCCC)=O)C (N-(3-dimethylaminopropyl)-3-n-butoxypropionamide). Reaction SMILES: [CH2:1]([O:5][CH2:6][CH2:7][C:8]([NH2:10])=[O:9])[CH2:2][CH2:3][CH3:4].[CH3:11][N:12]([CH3:17])[CH2:13][CH2:14][CH2:15]N.N>>[CH3:11][N:12]([CH3:17])[CH2:13][CH2:14][CH2:15][NH:10][C:8](=[O:9])[CH2:7][CH2:6][O:5][CH2:1][CH2:2][CH2:3][CH3:4]. Starting materials: C(CCC)OCCC(=O)N (3-n-butoxypropionamide), CN(CCCN)C (3-dimethylaminopropylamine), N (ammonia). The reactants are COC=1C=C(N)C=CC1C=1SC=CC1 (3-methoxy-4-(thien-2-yl)aniline), C1(C=2C(C(=O)O1)=CC=CC2)=O (phthalic anhydride), O (water). The solvent is C(C)(=O)O (acetic acid). Product: C1(NC(C2=CC=CC=C12)=O)=O (1H-isoindol-1,3-(2H)-dione). Reaction SMILES: COC1C=C(C=CC=1C1SC=CC=1)[NH2:6].[C:15]1(=O)[O:20][C:18](=[O:19])[C:17]2=[CH:21][CH:22]=[CH:23][CH:24]=[C:16]12.O>C(O)(=O)C>[C:18]1(=[O:19])[C:17]2[C:16](=[CH:24][CH:23]=[CH:22][CH:21]=2)[C:15](=[O:20])[NH:6]1. Reported procedure: A stirred mixture of 5.1 g (0.025 mole) of 3-methoxy-4-(thien-2-yl)aniline (prepared in Example 4) and 4.1 g (0.03 mole) of phthalic anhydride in 20 ml of glacial acetic acid was heated at reflux for approximately 18 hours. The hot reaction mixture was poured into 700 ml of distilled water forming a precipitate. The precipitate was collected by filtration and the filter cake dissolved in methylene chloride. The methylene chloride solution was washed first with a 10% aqueous potassium carbonate s... Starting materials: BrCCCC(=O)NC1=CC=C(C=C1)O (4-bromo-N-(4-hydroxyphenyl)butanamide), Cl (HCl). Run in C1CCOC1 (THF), CO (methanol). Reaction conditions: time 15 minute. Product: BrCCCCNC1=CC=C(C=C1)O (4-[(4-Bromobutyl)amino]phenol). Reaction SMILES: [Br:1][CH2:2][CH2:3][CH2:4][C:5]([NH:7][C:8]1[CH:13]=[CH:12][C:11]([OH:14])=[CH:10][CH:9]=1)=O.Cl>C1COCC1.CO>[Br:1][CH2:2][CH2:3][CH2:4][CH2:5][NH:7][C:8]1[CH:9]=[CH:10][C:11]([OH:14])=[CH:12][CH:13]=1. Procedure: A solution of 18.06 g (0.07 mol) of 4-bromo-N-(4-hydroxyphenyl)butanamide in about 120 mL of THF was filtered to remove 0.6 g of a solid and placed in a 2 L flask under nitrogen. It was stirred magnetically in an ice bath while 280 mL (0.28 mol) of 1M borane-THF complex was dripped in over 20 minutes. The reaction was stirred cold for 1/2 hour, then at room temperature for 15 minutes, then at reflux for two hours on a steam bath. The reaction was cooled with an ice bath and diluted with 275 mL o... Reactants: C1(C=CC=C1)[Li] (cyclopentadienyl lithium), C(C)N1B(C(C=C1)(Cl)[SiH](C)C)C1=CC=CC=C1 (1-ethyl-3-chlorodimethylsilyl-2,3-dihydro-2-phenyl-1H-1,2-azaborole). Solvent: C1CCOC1 (THF), C1CCOC1 (THF). Run at temperature 25 celsius, time 12 hour. Yields the product C(C)N1B(C(C=C1)[Si](C)(C)C1C=CC=C1)C1=CC=CC=C1 (1-Ethyl-3-[cyclopentadienyldimethylsilyl]-2,3-dihydro-2-phenyl-1H-1,2-azaborole). The yield is 87.1%. RXN SMILES: [CH:1]1([Li])[CH:5]=[CH:4][CH:3]=[CH:2]1.[CH2:7]([N:9]1[CH:13]=[CH:12][C:11]([SiH:15]([CH3:17])[CH3:16])(Cl)[B:10]1[C:18]1[CH:23]=[CH:22][CH:21]=[CH:20][CH:19]=1)[CH3:8]>C1COCC1>[CH2:7]([N:9]1[CH:13]=[CH:12][CH:11]([Si:15]([CH:1]2[CH:5]=[CH:4][CH:3]=[CH:2]2)([CH3:17])[CH3:16])[B:10]1[C:18]1[CH:23]=[CH:22][CH:21]=[CH:20][CH:19]=1)[CH3:8]. Procedure: A solution of cyclopentadienyl lithium (0.16 g, 2.27 mmol) in 10 mL of THF was added slowly to a solution of 1-ethyl-3-chlorodimethylsilyl-2,3-dihydro-2-phenyl-1H-1,2-azaborole (0.60 g, 2.27 mmol) in 10 mL of THF at −50° C. The reaction mixture wag slowly warmed to 25° C. and stirred for 12 h. The solvent was removed in vacuo and the residue was extracted with pentane. Solvent was removed from the extracts leaving the desired product as a brown oil (0.58 g, 87 percent). Reaction conditions: time 8 hour. Yields the product CON=C(C1=C(C=CC=C1)OCC1=CC=C(C=C1)C)N1C=NC=C1 (α-(1-imidazolyl)-2-(4-methylbenzyloxy)benzaldehyde O-methyloxime). RXN SMILES: CN(C=O)C.C(=O)([O-])[O-].[K+].[K+].[CH3:12][C:13]1[CH:20]=[CH:19][C:16]([CH2:17]Cl)=[CH:15][CH:14]=1.[CH3:21][O:22][N:23]=[C:24]([N:32]1[CH:36]=[CH:35][N:34]=[CH:33]1)[C:25]1[CH:30]=[CH:29][CH:28]=[CH:27][C:26]=1[OH:31]>CCOCC>[CH3:21][O:22][N:23]=[C:24]([N:32]1[CH:36]=[CH:35][N:34]=[CH:33]1)[C:25]1[CH:30]=[CH:29][CH:28]=[CH:27][C:26]=1[O:31][CH2:17][C:16]1[CH:19]=[CH:20][C:13]([CH3:12])=[CH:14][CH:15]=1 |f:1.2.3|. Run in CCOCC (ether). Procedure: DMF (3 ml), potassium carbonate (0.22 g) and 4-methylbenzyl chloride (0.20 g) were added to 2-hydroxy-α-(1-imidazolyl)benzaldehyde O-methyloxime (0.26 g), and the mixture was stirred at room temperature overnight. After completion of the reaction, ether (100 ml) was added, and the mixture was washed with brine (80 ml) twice, dried over anhydrous magnesium sulfate and concentrated under reduced pressure. The resulting crude product was purified by silica gel chromatography and recrystallized from... Starting materials: CN(C)C=O (DMF), C([O-])([O-])=O.[K+].[K+] (potassium carbonate), CC1=CC=C(CCl)C=C1 (4-methylbenzyl chloride), CON=C(C1=C(C=CC=C1)O)N1C=NC=C1 (2-hydroxy-α-(1-imidazolyl)benzaldehyde O-methyloxime). Yield: 57.2%. The reactants are peroxide, OO (hydrogen peroxide), ON1C(CC(CC1(C)C)=O)(C)C (1-oxyl-2,2,6,6-tetramethylpiperidin-4-one), ferrous chloride, C(C)(C)(C)O (tert-butyl alcohol), S(=O)([O-])[O-].[Na+].[Na+] (sodium sulfite). Product: OC(CON1C(CC(CC1(C)C)=O)(C)C)(C)C (1-(2-hydroxy-2-methylpropoxy)-2,2,6,6-tetramethylpiperidin-4-one). RXN SMILES: OO.[OH:3][N:4]1[C:9]([CH3:11])([CH3:10])[CH2:8][C:7](=[O:12])[CH2:6][C:5]1([CH3:14])[CH3:13].S([O-])([O-])=O.[Na+].[Na+].[C:21]([OH:25])([CH3:24])([CH3:23])[CH3:22]>>[OH:25][C:21]([CH3:24])([CH3:23])[CH2:22][O:3][N:4]1[C:9]([CH3:10])([CH3:11])[CH2:8][C:7](=[O:12])[CH2:6][C:5]1([CH3:14])[CH3:13] |f:2.3.4|. Procedure: Aqueous hydrogen peroxide is added to a mixture of 1-oxyl-2,2,6,6-tetramethylpiperidin-4-one and ferrous chloride in tert-butyl alcohol at 30-60° C. Excess peroxide is decomposed with aqueous sodium sulfite. The organic layer is concentrated and the residue is purified by flash chromatography to afford the desired 1-(2-hydroxy-2-methylpropoxy)-2,2,6,6-tetramethylpiperidin-4-one. The reactants are Example 49b, BrC1=CC=C(C=C1)S (p-bromothiophenol), BrC(C(=O)OCC)(C)C (ethyl 2-bromo-2-methylpropionate). Product: BrC1=CC=C(C=C1)SC(C(=O)OCC)(C)C (ethyl 2-(p-bromophenylthio)-2-methylpropionate). The yield is 89.7%. RXN SMILES: [Br:1][C:2]1[CH:7]=[CH:6][C:5]([SH:8])=[CH:4][CH:3]=1.Br[C:10]([CH3:17])([CH3:16])[C:11]([O:13][CH2:14][CH3:15])=[O:12]>>[Br:1][C:2]1[CH:7]=[CH:6][C:5]([S:8][C:10]([CH3:17])([CH3:16])[C:11]([O:13][CH2:14][CH3:15])=[O:12])=[CH:4][CH:3]=1. Procedure: Following the procedure indicated in Example 49b 47 g of a limpid pale yellow oil are prepared from 29 g (0.150 mol) of p-bromothiophenol and 32.2 g (0.165 mol) of ethyl 2-bromo-2-methylpropionate; subsequent purification of this oil (by distillation under reduced pressure) gives 40.8 g of ethyl 2-(p-bromophenylthio)-2-methylpropionate.